From a dataset of the Open Reaction Database (ORD), a public repository of structured organic reaction records. describe an organic reaction: reactants, conditions, products, and yield Reactants: O=C([O-])O, Cc1ccccc1, O=C(O)c1ccc(Cl)nc1, NCc1ccccc1, [Na+], CN(C)C=O, O=S(Cl)Cl. The product is O=C(NCc1ccccc1)c1ccc(Cl)nc1. Reaction SMILES: [C:23](=[O:24])([OH:25])[O-:26].[CH3:28][c:29]1[cH:30][cH:31][cH:32][cH:33][cH:34]1.[Cl:5][c:6]1[n:7][cH:8][c:9]([C:10](=[O:11])[OH:12])[cH:13][cH:14]1.[NH2:15][CH2:16][c:17]1[cH:18][cH:19][cH:20][cH:21][cH:22]1.[Na+:27].[O:35]=[CH:36][N:37]([CH3:38])[CH3:39].[S:1]([Cl:2])([Cl:3])=[O:4]>>[Cl:5][c:6]1[n:7][cH:8][c:9]([C:10](=[O:12])[NH:15][CH2:16][c:17]2[cH:18][cH:19][cH:20][cH:21][cH:22]2)[cH:13][cH:14]1. The reactants are O1C(OCCC1)CCCC(=NC)NNC(=O)C=1C=C2C=CC(=NC2=CC1)C (2-Methyl-quinoline-6-carboxylic acid N′-(4-[1,3] dioxan-2-yl-1-methylimino-butyl)-hydrazide). The solvent is C(C)(=O)OCC (ethyl acetate). Yields the product O1C(OCCC1)CCCC=1N(C(=NN1)C=1C=C2C=CC(=NC2=CC1)C)C (6-[5-(3-[1,3] Dioxan-2-yl-propyl)-4-methyl-4H-[1,2,4] triazol-3-yl]-2-methyl-quinoline). Yield: 9.1%. RXN SMILES: [O:1]1[CH2:6][CH2:5][CH2:4][O:3][CH:2]1[CH2:7][CH2:8][CH2:9][C:10]([NH:13][NH:14][C:15]([C:17]1[CH:18]=[C:19]2[C:24](=[CH:25][CH:26]=1)[N:23]=[C:22]([CH3:27])[CH:21]=[CH:20]2)=O)=[N:11][CH3:12]>C(OCC)(=O)C>[O:1]1[CH2:6][CH2:5][CH2:4][O:3][CH:2]1[CH2:7][CH2:8][CH2:9][C:10]1[N:11]([CH3:12])[C:15]([C:17]2[CH:18]=[C:19]3[C:24](=[CH:25][CH:26]=2)[N:23]=[C:22]([CH3:27])[CH:21]=[CH:20]3)=[N:14][N:13]=1. Procedure: 2-Methyl-quinoline-6-carboxylic acid N′-(4-[1,3] dioxan-2-yl-1-methylimino-butyl)-hydrazide (1.28 g, 3.4 mmol) was heated in ethyl acetate (20 ml) for 4 h. The solvent was evaporated and the residue was purified by silica gel chromatography (eluent 20% MeOH:EtOAc) which gave the title compound as a brown solid (109 mg, 10%). The reactants are C[Si](C)(C)CCOCn1nc2c(nc(-c3c(F)cccc3F)c3cc(I)ccc32)c1Br, C1COCCO1, [Na+], [Na+], O=C([O-])[O-], O, c1ccc(P(c2ccccc2)(c2ccccc2)[Pd](P(c2ccccc2)(c2ccccc2)c2ccccc2)(P(c2ccccc2)(c2ccccc2)c2ccccc2)P(c2ccccc2)(c2ccccc2)c2ccccc2)cc1, OB(O)c1cn[nH]c1. Product: C[Si](C)(C)CCOCn1nc2c(nc(-c3c(F)cccc3F)c3cc(-c4cn[nH]c4)ccc32)c1Br. As a reaction SMILES: [Br:1][c:2]1[n:3]([CH2:24][O:25][CH2:26][CH2:27][Si:28]([CH3:29])([CH3:30])[CH3:31])[n:4][c:5]2[c:6]1[n:7][c:8](-[c:16]1[c:17]([F:23])[cH:18][cH:19][cH:20][c:21]1[F:22])[c:9]1[cH:10][c:11]([I:15])[cH:12][cH:13][c:14]21.[CH2:32]1[O:33][CH2:34][CH2:35][O:36][CH2:37]1.[Na+:46].[Na+:47].[O-:48][C:49](=[O:50])[O-:51].[OH2:129].[cH:52]1[cH:53][cH:54][c:55]([P:56]([Pd:57]([P:58]([c:59]2[cH:60][cH:61][cH:62][cH:63][cH:64]2)([c:65]2[cH:66][cH:67][cH:68][cH:69][cH:70]2)[c:71]2[cH:72][cH:73][cH:74][cH:75][cH:76]2)([P:77]([c:78]2[cH:79][cH:80][cH:81][cH:82][cH:83]2)([c:84]2[cH:85][cH:86][cH:87][cH:88][cH:89]2)[c:90]2[cH:91][cH:92][cH:93][cH:94][cH:95]2)[P:96]([c:97]2[cH:98][cH:99][cH:100][cH:101][cH:102]2)([c:103]2[cH:104][cH:105][cH:106][cH:107][cH:108]2)[c:109]2[cH:110][cH:111][cH:112][cH:113][cH:114]2)([c:115]2[cH:116][cH:117][cH:118][cH:119][cH:120]2)[c:121]2[cH:122][cH:123][cH:124][cH:125][cH:126]2)[cH:127][cH:128]1.[nH:38]1[n:39][cH:40][c:41]([B:43]([OH:44])[OH:45])[cH:42]1>>[Br:1][c:2]1[n:3]([CH2:24][O:25][CH2:26][CH2:27][Si:28]([CH3:29])([CH3:30])[CH3:31])[n:4][c:5]2[c:6]1[n:7][c:8](-[c:16]1[c:17]([F:23])[cH:18][cH:19][cH:20][c:21]1[F:22])[c:9]1[cH:10][c:11](-[c:41]3[cH:40][nH:39][n:38][cH:42]3)[cH:12][cH:13][c:14]21. Starting materials: NC1=C(C=CC(=C1)Cl)OC (2-amino-4-chloroanisole), alcohol, C(C)(=O)OC(C)=O (acetic anhydride). The reagents and catalysts are [Zn] (zinc). Product: C(C)(=O)NC1=C(C=CC(=C1)Cl)OC (2-acetamido-4-chloroanisole). RXN SMILES: [NH2:1][C:2]1[CH:7]=[C:6]([Cl:8])[CH:5]=[CH:4][C:3]=1[O:9][CH3:10].[C:11](OC(=O)C)(=[O:13])[CH3:12]>[Zn]>[C:11]([NH:1][C:2]1[CH:7]=[C:6]([Cl:8])[CH:5]=[CH:4][C:3]=1[O:9][CH3:10])(=[O:13])[CH3:12]. Procedure details: 0.2 mol (31.5 g) of 2-amino-4-chloroanisole, 40 ml of absolute alcohol, 20 ml of acetic anhydride and a pinch of zinc powder are placed in a 150 ml flask; the solution is brought to reflux for 30 minutes. The reaction liquid is poured onto crushed ice. The product obtained is separated; it is crystallized in a methanol/water mixture (20/80). Reactants: CN(C)CCNc1ccc(CO)c2sc3ccccc3c(=O)c12, Cc1ccccc1. Product: CN(C)CCNc1ccc(C=O)c2sc3ccccc3c(=O)c12. RXN SMILES: [CH3:1][N:2]([CH2:3][CH2:4][NH:5][c:6]1[cH:7][cH:8][c:9]([CH2:21][OH:22])[c:10]2[s:11][c:12]3[cH:13][cH:14][cH:15][cH:16][c:17]3[c:18](=[O:20])[c:19]12)[CH3:23].[CH3:24][c:25]1[cH:26][cH:27][cH:28][cH:29][cH:30]1>>[CH3:1][N:2]([CH2:3][CH2:4][NH:5][c:6]1[cH:7][cH:8][c:9]([CH:21]=[O:22])[c:10]2[s:11][c:12]3[cH:13][cH:14][cH:15][cH:16][c:17]3[c:18](=[O:20])[c:19]12)[CH3:23]. Reactants: C(C1=CC=CC=C1)N1CC(C(CC1)CO)O (1-benzyl-3-hydroxy-4-hydroxymethylpiperidine), O.NN (hydrazine monohydrate). Reagents/catalysts: [C].[Pd] (palladium carbon). The solvent is C(C)O (ethanol). Yields the product OC1CNCCC1CO (3-hydroxy-4-hydroxymethylpiperidine). Yield: 107.2%. As a reaction SMILES: C([N:8]1[CH2:13][CH2:12][CH:11]([CH2:14][OH:15])[CH:10]([OH:16])[CH2:9]1)C1C=CC=CC=1.O.NN>C(O)C.[C].[Pd]>[OH:16][CH:10]1[CH:11]([CH2:14][OH:15])[CH2:12][CH2:13][NH:8][CH2:9]1 |f:1.2,4.5|. Reported procedure: To a solution of 1-benzyl-3-hydroxy-4-hydroxymethylpiperidine (7.1 g) and hydrazine monohydrate (1.56 ml) in ethanol was added 10% palladium carbon (3 g), and the resulting mixture was stirred at refluxing temperature for 5 hr. 10% Palladium carbon was filtered off and the solvent was evaporated under reduced pressure to give 4.51 g of 3-hydroxy-4-hydroxymethylpiperidine. Reactants: N1(CCCC1)[C@@H]1[C@@H](CCC1)N (cis-2-pyrrolidin-1-yl-cyclopentylamine), N1(CCCC1)[C@@H]1[C@@H](CCC1)N (cis-2-pyrrolidin-1-yl-cyclopentylamine), ClC1=C(C(=O)O)C(=CC(=C1)C(F)(F)F)Cl (2,6-dichloro-4-trifluoromethyl-benzoic acid), ClC1=C(C(=O)O)C(=CC(=C1)C(F)(F)F)Cl (2,6-dichloro-4-trifluoromethyl-benzoic acid). Yields the product ClC1=C(C(=O)N[C@H]2[C@H](CCC2)N2CCCC2)C(=CC(=C1)C(F)(F)F)Cl (cis-2,6-Dichloro-N-(2-pyrrolidin-1-yl-cyclopentyl)-4-trifluoromethyl-benzamide). As a reaction SMILES: [N:1]1([C@H:6]2[CH2:10][CH2:9][CH2:8][C@H:7]2[NH2:11])[CH2:5][CH2:4][CH2:3][CH2:2]1.[Cl:12][C:13]1[CH:21]=[C:20]([C:22]([F:25])([F:24])[F:23])[CH:19]=[C:18]([Cl:26])[C:14]=1[C:15](O)=[O:16]>>[Cl:12][C:13]1[CH:21]=[C:20]([C:22]([F:23])([F:24])[F:25])[CH:19]=[C:18]([Cl:26])[C:14]=1[C:15]([NH:11][C@@H:7]1[CH2:8][CH2:9][CH2:10][C@@H:6]1[N:1]1[CH2:2][CH2:3][CH2:4][CH2:5]1)=[O:16]. Procedure details: The title compound, white solid, MS: m/e=395.1 [(M+H)+], was prepared in accordance with the general method of example 5 from cis-2-pyrrolidin-1-yl-cyclopentylamine (intermediate Q) and 2,6-dichloro-4-trifluoromethyl-benzoic acid (intermediate Y). The reactants are C(C)(C)(C)OC(=O)N[C@@H]1CC[C@H](CC1)C(=O)O (trans-4-tert-butoxycarbonylamino-cyclohexanecarboxylic acid), C(#N)C1=CC=C(OC=2C=C(C=C(C2)OC2=CC=C(C=C2)C#N)N)C=C1 ([3,5-bis-(4-cyano-phenoxy)-phenyl]-amine). Yields the product C(C)(C)(C)OC(N[C@@H]1CC[C@H](CC1)C(NC1=CC(=CC(=C1)OC1=CC=C(C=C1)C#N)OC1=CC=C(C=C1)C#N)=O)=O ({Trans-4-[3,5-bis-(4-cyano-phenoxy)-phenylcarbamoyl]-cyclohexyl}-carbamic Acid Tert-butyl Ester). Isolated yield 50.7%. Reaction SMILES: [C:1]([O:5][C:6]([NH:8][C@H:9]1[CH2:14][CH2:13][C@H:12]([C:15]([OH:17])=O)[CH2:11][CH2:10]1)=[O:7])([CH3:4])([CH3:3])[CH3:2].[C:18]([C:20]1[CH:42]=[CH:41][C:23]([O:24][C:25]2[CH:26]=[C:27]([NH2:40])[CH:28]=[C:29]([O:31][C:32]3[CH:37]=[CH:36][C:35]([C:38]#[N:39])=[CH:34][CH:33]=3)[CH:30]=2)=[CH:22][CH:21]=1)#[N:19]>>[C:1]([O:5][C:6](=[O:7])[NH:8][C@H:9]1[CH2:10][CH2:11][C@H:12]([C:15](=[O:17])[NH:40][C:27]2[CH:28]=[C:29]([O:31][C:32]3[CH:37]=[CH:36][C:35]([C:38]#[N:39])=[CH:34][CH:33]=3)[CH:30]=[C:25]([O:24][C:23]3[CH:41]=[CH:42][C:20]([C:18]#[N:19])=[CH:21][CH:22]=3)[CH:26]=2)[CH2:13][CH2:14]1)([CH3:2])([CH3:3])[CH3:4]. Procedure: Following the procedure of Example 107(e) trans-4-tert-butoxycarbonylamino-cyclohexanecarboxylic acid 10.4 g (42.79 mmol) and [3,5-bis-(4-cyano-phenoxy)-phenyl]-amine (14.0 g, 42.79 mmol) were used to afford 12 g of the required product. 1H NMR (DMSO-d6): δ 1.2 (4H, m), 1.31 (9H, s), 1.8 (4H, d), 2.21 (1H, t), 3.1 (1H, m), 6.81 (1H, d), 7.04 (1H, s), 7.2 (6H, m) 7.91 (4H, dd), 10.0 (1H, s).